This data is from the Open Reaction Database (ORD), a public repository of structured organic reaction records. The task is: describe an organic reaction: reactants, conditions, products, and yield The reactants are [Br-].FC1=CC=C(C=C1)C(CCC[N+]1=CC2=CC=CC(=C2C=C1)O)C1=CC=C(C=C1)F (2-[4,4-bis-(4-fluorophenyl)butyl]-5-hydroxyisoquinolinium bromide), [BH4-].[Na+] (sodium borohydride). The solvent is CO (methanol). Reaction conditions: temperature 0 celsius, time 15 minute. The product is FC1=CC=C(C=C1)C(CCCN1CC=2C=CC=C(C2CC1)O)C1=CC=C(C=C1)F (2-[4,4-Bis-(4-fluorophenyl)butyl]-1,2,3,4-tetrahydroisoquinolin-5-ol). Yield: 60.8%. RXN SMILES: [Br-].[F:2][C:3]1[CH:8]=[CH:7][C:6]([CH:9]([C:24]2[CH:29]=[CH:28][C:27]([F:30])=[CH:26][CH:25]=2)[CH2:10][CH2:11][CH2:12][N+:13]2[CH:22]=[CH:21][C:20]3[C:15](=[CH:16][CH:17]=[CH:18][C:19]=3[OH:23])[CH:14]=2)=[CH:5][CH:4]=1.[BH4-].[Na+]>CO>[F:2][C:3]1[CH:4]=[CH:5][C:6]([CH:9]([C:24]2[CH:25]=[CH:26][C:27]([F:30])=[CH:28][CH:29]=2)[CH2:10][CH2:11][CH2:12][N:13]2[CH2:22][CH2:21][C:20]3[C:19]([OH:23])=[CH:18][CH:17]=[CH:16][C:15]=3[CH2:14]2)=[CH:7][CH:8]=1 |f:0.1,2.3|. Procedure details: To a solution of 2-[4,4-bis-(4-fluorophenyl)butyl]-5-hydroxyisoquinolinium bromide (4.99 g, 10.61 mmol) in 165 mL of methanol at 0° C. was added sodium borohydride (1.54 g, 40.71 mmol). The reaction mixture was stirred at 0° C. for 15 minutes, then at room temperature for 15 minutes. The mixture was concentrated on a rotavap. The residue was dissolved in ethyl acetate (200 mL) and washed with saturated ammonium chloride solution (150 mL). The organic layer was collected, and the aqueous layer wa... The reactants are CCOC(C)=O, CCCCCC, CC(C)O, [Cu]I, Ic1ccccc1, [K+], [K+], [K+], O=C1CCCN1, OCCO, O=P([O-])([O-])[O-]. Product: O=C1CCCN1c1ccccc1. Reaction SMILES: [C:28]([O:29][CH2:30][CH3:31])(=[O:32])[CH3:33].[CH3:34][CH2:35][CH2:36][CH2:37][CH2:38][CH3:39].[CH3:40][CH:41]([OH:42])[CH3:43].[Cu:26][I:27].[I:15][c:16]1[cH:17][cH:18][cH:19][cH:20][cH:21]1.[K+:6].[K+:7].[K+:8].[NH:9]1[C:10](=[O:14])[CH2:11][CH2:12][CH2:13]1.[OH:22][CH2:23][CH2:24][OH:25].[P:1]([O-:2])([O-:3])([O-:4])=[O:5]>>[N:9]1([c:16]2[cH:17][cH:18][cH:19][cH:20][cH:21]2)[C:10](=[O:14])[CH2:11][CH2:12][CH2:13]1. Reactants: N1(C=NC=C1)CCCC=1C=CC(=NC1)OC (5-[3-(1-imidazolyl)propyl]-2-methoxypyridine), P(=O)(Cl)(Cl)Cl (phosphorus oxychloride), C(C)(=O)[O-].[Na+] (sodium acetate), C([O-])(O)=O.[Na+] (sodium bicarbonate). The solvent is CN(C=O)C (N,N-dimethylformamide). Reaction conditions: temperature 100 celsius, time 10 hour. Yields the product ClC1=NC=C(C=C1)CCCN1C=NC=C1 (2-chloro-5-[3-(1-imidazolyl)propyl]pyridine). Yield: 59.7%. Reaction SMILES: [N:1]1([CH2:6][CH2:7][CH2:8][C:9]2[CH:10]=[CH:11][C:12](OC)=[N:13][CH:14]=2)[CH:5]=[CH:4][N:3]=[CH:2]1.P(Cl)(Cl)([Cl:19])=O.C([O-])(=O)C.[Na+].C(=O)(O)[O-].[Na+]>CN(C)C=O>[Cl:19][C:12]1[CH:11]=[CH:10][C:9]([CH2:8][CH2:7][CH2:6][N:1]2[CH:5]=[CH:4][N:3]=[CH:2]2)=[CH:14][N:13]=1 |f:2.3,4.5|. Reported procedure: A mixture of 5-[3-(1-imidazolyl)propyl]-2-methoxypyridine(2.10 g), phosphorus oxychloride (7.44 g) and N,N-dimethylformamide (14.6 g) was stirred at 100° C. for 10 hours. To the reaction mixture was added saturated aqueous sodium acetate and saturated aqueous sodium bicarbonate, and extracted with ethyl acetate. The ethyl acetate layer was washed with water, dried (MgSO4), and concentrated under reduced pressure. The residue was subjected to a silica gel chloromatography. From the fraction elute... Product: CCOC(=O)C(C(=O)OCC)c1c(F)cc(OC)cc1F. Reactants: CCOC(=O)CC(=O)OCC, C1COCCO1, Cl, [Cu]Br, COc1cc(F)c(Br)c(F)c1, [H-], [Na+]. Reaction SMILES: [C:1]([CH2:2][C:3](=[O:4])[O:5][CH2:6][CH3:7])(=[O:8])[O:9][CH2:10][CH3:11].[CH2:28]1[O:29][CH2:30][CH2:31][O:32][CH2:33]1.[ClH:25].[Cu:26][Br:27].[F:14][c:15]1[c:16]([Br:24])[c:17]([F:23])[cH:18][c:19]([O:21][CH3:22])[cH:20]1.[H-:12].[Na+:13]>>[C:1]([CH:2]([C:3](=[O:4])[O:5][CH2:6][CH3:7])[c:16]1[c:15]([F:14])[cH:20][c:19]([O:21][CH3:22])[cH:18][c:17]1[F:23])(=[O:8])[O:9][CH2:10][CH3:11]. Starting materials: N1C=CC2=CC=CC=C12 (indole), C(=O)(OC(C)(C)C)N1C2=CC=C(C=C2C=2C=C3C(=C(C12)O)N(C=1C=CC(=CC13)Cl)C(=O)OC(C)(C)C)Cl (5,7-diBOC-2,10-dichloro-6-hydroxyindolo[2,3-b]carbazole), OCCCN1C[C@H](CC1)NC(OC(C)(C)C)=O ((S)-tert-butyl 1-(3-hydroxypropyl)pyrrolidin-3-ylcarbamate). Yields the product ClC=1C=C2C=3C=C4C(=C(C3NC2=CC1)OCCCN1C[C@H](CC1)N)NC=1C=CC(=CC14)Cl ((S)-1-(3-(2,10-dichloro-5,7-dihydroindolo[2,3-b]carbazol-6-yloxy)propyl)pyrrolidin-3-amine). RXN SMILES: N1C2C(=CC=CC=2)C=C1.C([N:17]1[C:29]2[C:28]([OH:30])=[C:27]3[N:31](C(OC(C)(C)C)=O)[C:32]4[CH:33]=[CH:34][C:35]([Cl:38])=[CH:36][C:37]=4[C:26]3=[CH:25][C:24]=2[C:23]2[C:18]1=[CH:19][CH:20]=[C:21]([Cl:46])[CH:22]=2)(OC(C)(C)C)=O.O[CH2:48][CH2:49][CH2:50][N:51]1[CH2:55][CH2:54][C@H:53]([NH:56]C(=O)OC(C)(C)C)[CH2:52]1>>[Cl:38][C:35]1[CH:36]=[C:37]2[C:32](=[CH:33][CH:34]=1)[NH:31][C:27]1[C:28]([O:30][CH2:48][CH2:49][CH2:50][N:51]3[CH2:55][CH2:54][C@H:53]([NH2:56])[CH2:52]3)=[C:29]3[NH:17][C:18]4[CH:19]=[CH:20][C:21]([Cl:46])=[CH:22][C:23]=4[C:24]3=[CH:25][C:26]2=1. Reported procedure: The title compound was prepared in a manner analogous to Example 28 except the starting indole is 5,7-diBOC-2,10-dichloro-6-hydroxyindolo[2,3-b]carbazole and the reagent is (S)-tert-butyl 1-(3-hydroxypropyl)pyrrolidin-3-ylcarbamate. 1H-NMR (400 MHz, CDCl3) δ ppm 9.92 (s, 2 H), 8.34 (s, 1H), 8.08 (s, 2 H), 7.39-7.29 (m, 4 H), 4.42-4.31 (m, 2 H), 3.90-3.79 (m, 1 H), 3.26 (dd, J=9.8, 6.6 Hz, 1H), 3.09-2.99 (m, 2 H), 2.98-2.86 (m, 2 H), 2.50-2.36 (m, 2 H), 2.15-2.05 (m, 2 H), 1.82-1.71 (m, 1 H); MS ...